From a dataset of the Open Reaction Database (ORD), a public repository of structured organic reaction records. describe an organic reaction: reactants, conditions, products, and yield Reactants: C(C)(=O)C=1C=NC=CC1CC1C(C2=CC(=C(C=C2C1)C)C)=O (2-[(3-acetyl-4-pyridyl)methyl]-5,6-dimethyl-indan-1-one), CC1=C(CBr)C=CC=C1 (2-methylbenzyl bromide). Product: [Br-].C(C)(=O)C=1C=[N+](C=CC1CC1C(C2=CC(=C(C=C2C1)C)C)=O)CC1=C(C=CC=C1)C (2-[[3-acetyl-1-(o-tolylmethyl)pyridin-1-ium-4-yl]methyl]-5,6-dimethyl-indan-1-one bromide). RXN SMILES: [C:1]([C:4]1[CH:5]=[N:6][CH:7]=[CH:8][C:9]=1[CH2:10][CH:11]1[CH2:19][C:18]2[C:13](=[CH:14][C:15]([CH3:21])=[C:16]([CH3:20])[CH:17]=2)[C:12]1=[O:22])(=[O:3])[CH3:2].[CH3:23][C:24]1[CH:31]=[CH:30][CH:29]=[CH:28][C:25]=1[CH2:26][Br:27]>>[Br-:27].[C:1]([C:4]1[CH:5]=[N+:6]([CH2:23][C:24]2[CH:31]=[CH:30][CH:29]=[CH:28][C:25]=2[CH3:26])[CH:7]=[CH:8][C:9]=1[CH2:10][CH:11]1[CH2:19][C:18]2[C:13](=[CH:14][C:15]([CH3:21])=[C:16]([CH3:20])[CH:17]=2)[C:12]1=[O:22])(=[O:3])[CH3:2] |f:2.3|. Reported procedure: The title compound 152 is prepared according to the procedure reported in Example 38.1 with compound 111 (41.1 mg, 0.14 mmol) and 2-methylbenzyl bromide (32 μL, 0.24 mmol) as reactants. Pale yellow solid. (Yield 66 mg, 97%). As a reaction SMILES: [Br:3][CH2:4][C:5](=[O:6])[O:7][CH3:8].[Br:9][c:10]1[nH:11][c:12]2[cH:13][c:14]([C:25](=[O:26])[O:27][C:28]([CH3:29])([CH3:30])[CH3:31])[cH:15][cH:16][c:17]2[c:18]1[CH:19]1[CH2:20][CH2:21][CH2:22][CH2:23][CH2:24]1.[H-:2].[Na+:1]>>[CH2:4]([C:5](=[O:6])[O:7][CH3:8])[n:11]1[c:10]([Br:9])[c:18]([CH:19]2[CH2:20][CH2:21][CH2:22][CH2:23][CH2:24]2)[c:17]2[c:12]1[cH:13][c:14]([C:25](=[O:26])[O:27][C:28]([CH3:29])([CH3:30])[CH3:31])[cH:15][cH:16]2. Product: COC(=O)Cn1c(Br)c(C2CCCCC2)c2ccc(C(=O)OC(C)(C)C)cc21. The reactants are COC(=O)CBr, CC(C)(C)OC(=O)c1ccc2c(C3CCCCC3)c(Br)[nH]c2c1, [H-], [Na+]. The reactants are OC1C(CN(CC1)C(=O)OC(C)(C)C)C1=NC(=CC=C1)N1N=CC=2C=NC(=CC21)C2=NC(=CN=C2)C (tert-butyl 4-hydroxy-3-[6-[6-(6-methylpyrazin-2-yl)pyrazolo[4,3-c]pyridin-1-yl]-2-pyridyl]piperidine-1-carboxylate), O1CCOCC1 (1,4-dioxane), Cl (hydrogen chloride), O1CCOCC1 (1,4-dioxane). Run at time 18 hour. Product: CC1=CN=CC(=N1)C1=CC2=C(C=N1)C=NN2C2=CC=CC(=N2)C2CNCCC2O (3-[6-[6-(6-methylpyrazin-2-yl)pyrazolo[4,3-c]pyridin-1-yl]-2-pyridyl]piperidin-4-ol). RXN SMILES: [OH:1][CH:2]1[CH2:7][CH2:6][N:5](C(OC(C)(C)C)=O)[CH2:4][CH:3]1[C:15]1[CH:20]=[CH:19][CH:18]=[C:17]([N:21]2[C:29]3[CH:28]=[C:27]([C:30]4[CH:35]=[N:34][CH:33]=[C:32]([CH3:36])[N:31]=4)[N:26]=[CH:25][C:24]=3[CH:23]=[N:22]2)[N:16]=1.O1CCOCC1.Cl>>[CH3:36][C:32]1[N:31]=[C:30]([C:27]2[N:26]=[CH:25][C:24]3[CH:23]=[N:22][N:21]([C:17]4[N:16]=[C:15]([CH:3]5[CH:2]([OH:1])[CH2:7][CH2:6][NH:5][CH2:4]5)[CH:20]=[CH:19][CH:18]=4)[C:29]=3[CH:28]=2)[CH:35]=[N:34][CH:33]=1. Procedure details: To a solution of tert-butyl 4-hydroxy-3-[6-[6-(6-methylpyrazin-2-yl)pyrazolo[4,3-c]pyridin-1-yl]-2-pyridyl]piperidine-1-carboxylate (35 mg, 0.072 mmol) in 1,4-dioxane (2.00 mL, 23.4 mmol) was added hydrogen chloride (4 mol/L) in 1,4-dioxane (1.00 mL, 4.00 mmol). The reaction was stirred at RT 18 h. The reaction was concentrated and purified by reverse phase HPLC to yield 265. MS (ESI) m/z: 388.1. Reactants: CCCCCCC#CCC(=O)O, CO. The product is CCCCCCC=CCC(=O)O. Reaction SMILES: [C:1]([CH2:2][C:3]#[C:4][CH2:5][CH2:6][CH2:7][CH2:8][CH2:9][CH3:10])(=[O:11])[OH:12].[CH3:13][OH:14]>>[C:1]([CH2:2][CH:3]=[CH:4][CH2:5][CH2:6][CH2:7][CH2:8][CH2:9][CH3:10])(=[O:11])[OH:12]. The reactants are C(C)(=O)OC1=C(C=C(C=CC(=O)O)C=C1OC)OC (4-acetoxy-3,5-dimethyoxycinnamic acid), COC=1C=C(C=CC(=O)O)C=C(C1O)OC (3,5-dimethoxy-4-hydroxycinnamic acid), P(=O)(OCC)(OCC)Cl (diethyl chlorophosphate), CN(CCN[C@@H]1CC[C@H](CC1)C)C (N-(2-dimethylaminoethyl)-trans-4-methylcyclohexylamine). The reagents and catalysts are CN(C1=CC=NC=C1)C (4-dimethylaminopyridine). Solvent: C(Cl)Cl (methylene chloride), C(C)N(CC)CC (triethylamine). The product is CN(CCN(C(C=CC1=CC(=C(C(=C1)OC)O)OC)=O)[C@@H]1CC[C@H](CC1)C)C (N-(2-dimethylaminoethyl)-N-(trans-4-methylcyclohexyl)-3,5-dimethoxy-4-hydroxycinnamamide). RXN SMILES: C([O:4][C:5]1[C:15]([O:16][CH3:17])=[CH:14][C:8]([CH:9]=[CH:10][C:11]([OH:13])=O)=[CH:7][C:6]=1[O:18][CH3:19])(=O)C.COC1C=C(C=C(OC)C=1O)C=CC(O)=O.P(Cl)(OCC)(OCC)=O.[CH3:45][N:46]([CH3:57])[CH2:47][CH2:48][NH:49][C@H:50]1[CH2:55][CH2:54][C@H:53]([CH3:56])[CH2:52][CH2:51]1>CN(C)C1C=CN=CC=1.C(Cl)Cl.C(N(CC)CC)C>[CH3:45][N:46]([CH3:57])[CH2:47][CH2:48][N:49]([C@H:50]1[CH2:51][CH2:52][C@H:53]([CH3:56])[CH2:54][CH2:55]1)[C:11](=[O:13])[CH:10]=[CH:9][C:8]1[CH:7]=[C:6]([O:18][CH3:19])[C:5]([OH:4])=[C:15]([O:16][CH3:17])[CH:14]=1. Reported procedure: Using 2.9 g of 4-acetoxy-3,5-dimethyoxycinnamic acid derived from 3,5-dimethoxy-4-hydroxycinnamic acid by the acetylation thereof, 2.8 ml of diethyl chlorophosphate, 2.7 ml of triethylamine, 100 ml of methylene chloride, 3 ml of N-(2-dimethylaminoethyl)-trans-4-methylcyclohexylamine (Example 78), and 0.5 g of 4-dimethylaminopyridine, a reaction similar to that conducted in Example 75 was carried out. As a result, 1.95 g of N-(2-dimethylaminoethyl)-N-(trans-4-methylcyclohexyl)-3,5-dimethoxy-4-hyd...